From a dataset of the Open Reaction Database (ORD), a public repository of structured organic reaction records. describe an organic reaction: reactants, conditions, products, and yield Reactants: Br, CC(C)N(C)C1CCC(NC(=O)[O-])C(CC#N)C1, CC(=O)O. The product is CC(C)N(C)C1CCC(N)C(CC#N)C1. Reaction SMILES: [BrH:19].[C:1](#[N:2])[CH2:3][CH:4]1[CH:5]([NH:15][C:16](=[O:17])[O-:18])[CH2:6][CH2:7][CH:8]([N:10]([CH3:11])[CH:12]([CH3:13])[CH3:14])[CH2:9]1.[CH3:20][C:21](=[O:22])[OH:23]>>[C:1](#[N:2])[CH2:3][CH:4]1[CH:5]([NH2:15])[CH2:6][CH2:7][CH:8]([N:10]([CH3:11])[CH:12]([CH3:13])[CH3:14])[CH2:9]1. Starting materials: C(C)N(CCCNC1=NNC2=CC=C(C=C12)O)CC (3-(3-diethylaminopropylamino)-5-hydroxyindazole), Cl (hydrogen chloride), C(C)OCC (diethyl ether). The solvent is C(C)O (ethyl alcohol). Product: Cl.C(C)N(CCCNC1=NNC2=CC=C(C=C12)O)CC (3-(3-diethylaminopropylamino)-5-hydroxyindazole hydrochloride). As a reaction SMILES: [CH2:1]([N:3]([CH2:18][CH3:19])[CH2:4][CH2:5][CH2:6][NH:7][C:8]1[C:16]2[C:11](=[CH:12][CH:13]=[C:14]([OH:17])[CH:15]=2)[NH:10][N:9]=1)[CH3:2].[ClH:20].C(OCC)C>C(O)C>[ClH:20].[CH2:18]([N:3]([CH2:1][CH3:2])[CH2:4][CH2:5][CH2:6][NH:7][C:8]1[C:16]2[C:11](=[CH:12][CH:13]=[C:14]([OH:17])[CH:15]=2)[NH:10][N:9]=1)[CH3:19] |f:4.5|. Procedure: In 50 ml of absolute ethyl alcohol was dissolved 4.0 g of the 3-(3-diethylaminopropylamino)-5-hydroxyindazole, and into the solution was introduced dried hydrogen chloride gas under cooling with ice. To the solution was added anhydrous diethyl ether to separate crystals. Then the crystals were obtained by filtration and dried to give 3-(3-diethylaminopropylamino)-5-hydroxyindazole hydrochloride. Reactants: [N+](=O)([O-])C1=CC=C(C=C1)C=1NC=CN1 (2-(4-nitrophenyl)-1H-imidazole). Reagents/catalysts: [Pd] (palladium). Solvent: C(C)O (ethanol). Product: N1C(=NC=C1)C1=CC=C(N)C=C1 (4-(1H-Imidazol-2-yl)aniline). As a reaction SMILES: [N+:1]([C:4]1[CH:9]=[CH:8][C:7]([C:10]2[NH:11][CH:12]=[CH:13][N:14]=2)=[CH:6][CH:5]=1)([O-])=O>C(O)C.[Pd]>[NH:11]1[CH:12]=[CH:13][N:14]=[C:10]1[C:7]1[CH:8]=[CH:9][C:4]([NH2:1])=[CH:5][CH:6]=1. Procedure: A solution of 95 mg (0.5 mmol) of 2-(4-nitrophenyl)-1H-imidazole in 3 ml of ethanol was hydrogenated in the presence of 20 mg of palladium (10% on activated carbon) at RT and standard pressure. The reaction mixture was then filtered through Celite and the filtrate was concentrated under reduced pressure and dried. Yield: 91 mg (quant.) As a reaction SMILES: Cl[C:2]1[N:27]=[CH:26][C:5]2[N:6]=[CH:7][N:8]=[C:9]([NH:10][C:11]3[CH:16]=[CH:15][C:14]([S:17]([C:20]4[CH:25]=[CH:24][CH:23]=[CH:22][CH:21]=4)(=[O:19])=[O:18])=[CH:13][CH:12]=3)[C:4]=2[CH:3]=1.[CH3:28][NH:29][CH3:30]>>[CH3:28][N:29]([C:2]1[N:27]=[CH:26][C:5]2[N:6]=[CH:7][N:8]=[C:9]([NH:10][C:11]3[CH:16]=[CH:15][C:14]([S:17]([C:20]4[CH:25]=[CH:24][CH:23]=[CH:22][CH:21]=4)(=[O:19])=[O:18])=[CH:13][CH:12]=3)[C:4]=2[CH:3]=1)[CH3:30]. The product is CN(C)C1=CC2=C(N=CN=C2NC2=CC=C(C=C2)S(=O)(=O)C2=CC=CC=C2)C=N1 (6-(N,N-Dimethylamino)-4-(4-phenylsulphonylanilino)pyrido[3,4-d]pyrimidine). Starting materials: ClC1=CC2=C(N=CN=C2NC2=CC=C(C=C2)S(=O)(=O)C2=CC=CC=C2)C=N1 (6-chloro-4-(4-phenylsulphonylanilino)-pyrido[3,4-d]pyrimidine), CNC (dimethylamine). Procedure details: Prepared according to Procedure C from 6-chloro-4-(4-phenylsulphonylanilino)-pyrido[3,4-d]pyrimidine and dimethylamine (33% aqueous solution); δH (CDCl3) 9.00 (1H,s), 8.57 (1H,s), 7.78-8.00 (6H,m), 7.70 (1H,br s) 7.45-7.65 (3H,m), 6.50 (1H,s), 3.21 (6H,s); m/z (M+1)+254. Starting materials: CC(=O)O, O, c1cnc2[nH]ccc2c1. Yields the product O=Cc1c[nH]c2ncccc12. As a reaction SMILES: [C:10]([OH:11])(=[O:12])[CH3:13].[OH2:14].[nH:1]1[cH:2][cH:3][c:4]2[c:5]1[n:6][cH:7][cH:8][cH:9]2>>[nH:1]1[cH:2][c:3]([CH:10]=[O:12])[c:4]2[c:5]1[n:6][cH:7][cH:8][cH:9]2. The reactants are N1=CC=CC2=CC=CC(=C12)C(=O)O (8-quinolinecarboxylic acid), S(=O)(Cl)Cl (thionyl chloride), NC1=NN=NN1C (5-amino-1-methyltetrazole), N1=CC=CC=C1 (pyridine). Solvent: O (water). Run at temperature 70 celsius. The product is CN1N=NN=C1NC(=O)C=1C=CC=C2C=CC=NC12 (8-(1-methyl-1H-tetrazole-5-yl-carbamoyl)quinoline). Reaction SMILES: [N:1]1[C:10]2[C:5](=[CH:6][CH:7]=[CH:8][C:9]=2[C:11]([OH:13])=O)[CH:4]=[CH:3][CH:2]=1.[NH2:14][C:15]1[N:19]([CH3:20])[N:18]=[N:17][N:16]=1.N1C=CC=CC=1.S(Cl)(Cl)=O>O>[CH3:20][N:19]1[C:15]([NH:14][C:11]([C:9]2[CH:8]=[CH:7][CH:6]=[C:5]3[C:10]=2[N:1]=[CH:2][CH:3]=[CH:4]3)=[O:13])=[N:16][N:17]=[N:18]1. Procedure details: A mixture of 2.4 g. (0.020 mole) of 8-quinolinecarboxylic acid and 3.0 g. (0.030 mole) of 5-amino-1-methyltetrazole is stirred in 30 ml. of pyridine at 20° C. while adding 2.0 ml. of thionyl chloride dropwise. The mixture is heated at 70° C. for one hour. The reaction mixture is evaporated to provide a residue which is diluted with water. The solid is separated by filtration and recrystallized from acetic acid with decolorizing charcoal. The product is recrystallized a second time from acetic ac... Reactants: O (water), COC=1C=C2C(=NNC2=CC1)C(=O)O (5-methoxy-1H-indazole-3-carboxylic acid), [H-].[Na+] (NaH), C(C1=CC=CC=C1)Cl (Benzyl chloride). Reaction conditions: temperature 70 celsius, time 1 hour. As a reaction SMILES: [CH3:1][O:2][C:3]1[CH:4]=[C:5]2[C:9](=[CH:10][CH:11]=1)[NH:8][N:7]=[C:6]2[C:12]([OH:14])=[O:13].[H-].[Na+].[CH2:17](Cl)[C:18]1[CH:23]=[CH:22][CH:21]=[CH:20][CH:19]=1.O>CN(C)C=O>[CH2:17]([N:8]1[C:9]2[C:5](=[CH:4][C:3]([O:2][CH3:1])=[CH:11][CH:10]=2)[C:6]([C:12]([O:14][CH2:6][C:5]2[CH:9]=[CH:10][CH:11]=[CH:3][CH:4]=2)=[O:13])=[N:7]1)[C:18]1[CH:23]=[CH:22][CH:21]=[CH:20][CH:19]=1 |f:1.2|. Isolated yield 87.9%. The solvent is CN(C=O)C (N,N-dimethylformamide). The product is C(C1=CC=CC=C1)N1N=C(C2=CC(=CC=C12)OC)C(=O)OCC1=CC=CC=C1 (benzyl 1-benzyl-5-methoxy-1 H-indazole-3-carboxylate). Reported procedure: A suspension of 5-methoxy-1H-indazole-3-carboxylic acid (21.5 g; 0.11 mol) and 60% NaH (10.5 g; 0.44 mol) in N,N-dimethylformamide (DMF) (200 ml) was stirred at 70° C. for 1 hour. Benzyl chloride (32.9 g; 0.26 mol) was then added slowly and the mixture was stirred at 70° C. for 4 hours. The reaction was completed by cooling the mixture to room temperature and pouring the mixture into water and ice. The product was extracted with ethyl acetate (3×250 ml). The combined organic phases were concentr...